Dataset: the Open Reaction Database (ORD), a public repository of structured organic reaction records. Task: describe an organic reaction: reactants, conditions, products, and yield Reaction conditions: time 4 day. The product is CC(CC(C(=O)OCC1=CC=CC=C1)=O)C (benzyl 4-methyl-2-oxopentanoate). RXN SMILES: [Na].[CH3:2][CH:3]([CH3:10])[CH2:4][C:5](=[O:9])[C:6]([OH:8])=[O:7].[CH2:11](Br)[C:12]1[CH:17]=[CH:16][CH:15]=[CH:14][CH:13]=1>CN(C)C=O>[CH3:2][CH:3]([CH3:10])[CH2:4][C:5](=[O:9])[C:6]([O:8][CH2:11][C:12]1[CH:17]=[CH:16][CH:15]=[CH:14][CH:13]=1)=[O:7] |^1:0|. Solvent: CN(C=O)C (N,N-dimethylformamide). Yield: 92.0%. Reactants: [Na] (sodium), CC(CC(C(=O)O)=O)C (4-methyl-2-oxopentanoic acid), [Na] (sodium), C(C1=CC=CC=C1)Br (benzyl bromide). Procedure: With reference to reaction Scheme 2, a slurry of 25 g (0.164 mol) of the sodium salt of 4-methyl-2-oxopentanoic acid, sodium salt in anhydrous N,N-dimethylformamide (50 ml) containing 19.6 ml (0.164 mol) of benzyl bromide was agitated at room temperature for 4 days. The solvent was removed in vacuo. The residue was dissolved in 250 ml of hexane and washed with water (3×50 ml) and brine (50 ml). After drying over anhydrous magnesium sulfate, the solution was filtered and concentrated in vacuo to ... Starting materials: [H-].[Na+] (sodium hydride), [N+](=O)([O-])C1=C(NCC)C=CC(=C1)[N+](=O)[O-] (2,4-dinitro-N-ethylaniline), O (water), C1(=CC=C(C=C1)S(=O)(=O)Cl)C (p-toluenesulfonyl chloride). The solvent is CN(C)C=O (DMF). Product: [N+](=O)([O-])C1=C(N(S(=O)(=O)C2=CC=C(C=C2)C)CC)C=CC(=C1)[N+](=O)[O-] (2′,4′-Dinitro-N-ethyl-p-toluenesulfonanilide). Isolated yield 64.6%. RXN SMILES: [H-].[Na+].[N+:3]([C:6]1[CH:14]=[C:13]([N+:15]([O-:17])=[O:16])[CH:12]=[CH:11][C:7]=1[NH:8][CH2:9][CH3:10])([O-:5])=[O:4].[C:18]1([CH3:28])[CH:23]=[CH:22][C:21]([S:24](Cl)(=[O:26])=[O:25])=[CH:20][CH:19]=1.O>CN(C=O)C>[N+:3]([C:6]1[CH:14]=[C:13]([N+:15]([O-:17])=[O:16])[CH:12]=[CH:11][C:7]=1[N:8]([CH2:9][CH3:10])[S:24]([C:21]1[CH:22]=[CH:23][C:18]([CH3:28])=[CH:19][CH:20]=1)(=[O:26])=[O:25])([O-:5])=[O:4] |f:0.1|. Reported procedure: To a suspension of sodium hydride (60%, 0.12 g (3.00 mmol)) in DMF (4.0 ml), 2,4-dinitro-N-ethylaniline (0.42 g (1.99 mmol)) was added with stirring at room temperature. To the resulting mixture, after 15 minutes' stirring at room temperature, p-toluenesulfonyl chloride (0.57 g (2.99 mmol)) was added. After two hours' stirring at room temperature, the reaction mixture was poured into water and extracted with ethyl acetate. The extract was washed with water and saturated sodium chloride solution,... Reactants: ClC1=CC(=C(NC)C=C1N1CCC(CC1)C(F)(F)F)[N+](=O)[O-] (4-chloro-N-methyl-2-nitro-5-(4-trifluoromethyl-piperidin-1-yl)aniline), C1CCOC1 (THF). Reagents/catalysts: [Pt] (Pt/C). The solvent is CO (MeOH). Conditions: time 6 hour. Product: ClC=1C(=CC(=C(N)C1)NC)N1CCC(CC1)C(F)(F)F (5-Chloro-2-methylamino-4-(4-trifluoromethyl-piperidin-1-yl)aniline). As a reaction SMILES: [Cl:1][C:2]1[C:9]([N:10]2[CH2:15][CH2:14][CH:13]([C:16]([F:19])([F:18])[F:17])[CH2:12][CH2:11]2)=[CH:8][C:5]([NH:6][CH3:7])=[C:4]([N+:20]([O-])=O)[CH:3]=1.C1COCC1>[Pt].CO>[Cl:1][C:2]1[C:9]([N:10]2[CH2:15][CH2:14][CH:13]([C:16]([F:19])([F:18])[F:17])[CH2:12][CH2:11]2)=[CH:8][C:5]([NH:6][CH3:7])=[C:4]([CH:3]=1)[NH2:20]. Reported procedure: A mixture of 4-chloro-N-methyl-2-nitro-5-(4-trifluoromethyl-piperidin-1-yl)aniline (1.07 g, 3.2 mmol), THF (20 mL), MeOH (30 mL) and Pt/C (100 mg) was stirred for 6 h at rt under a hydrogen atmosphere (3 bar). The catalyst was removed by filtration and the mixture was concentrated to give the sub-title compound. Reactants: C(C=1C(N)=CC=CC1)(=O)OC (methyl anthranilate), C1C(=O)COC1=O (β-tetronic acid), Cl (hydrochloric acid). The solvent is C(C)O (ethanol). Run at time 15 hour. The product is O=C1C=CC(O1)NC=1C(C(=O)OC)=CC=CC1 (methyl N-(2,5-dihydro-5-oxo-2-furanyl)anthranilate). Yield: 91.5%. As a reaction SMILES: [C:1]([O:10][CH3:11])(=[O:9])[C:2]1[C:3](=[CH:5][CH:6]=[CH:7][CH:8]=1)[NH2:4].[CH2:12]1[C:17](=[O:18])[O:16][CH2:15][C:13]1=O.Cl>C(O)C>[O:18]=[C:17]1[O:16][CH:15]([NH:4][C:3]2[C:2](=[CH:8][CH:7]=[CH:6][CH:5]=2)[C:1]([O:10][CH3:11])=[O:9])[CH:13]=[CH:12]1. Procedure: 15.1 gm of methyl anthranilate and 9.0 gm of β-tetronic acid were dissolved into 100 ml of ethanol, and 2 ml of concentrated hydrochloric acid was added, followed by stirring for 15 hours at room temperature. Deposited crystals were collected by filtration, washed with cold ethanol, and dried to obtain 19.2 gm of methyl N-(2,5-dihydro-5-oxo-2-furanyl)anthranilate. The reactants are C(NN)(=O)OC (methyl carbazate), C([O-])(O)=O.[Na+] (sodium bicarbonate), C1(=CC=CC=C1)S(=O)(=O)Cl (benzene sulfonyl chloride). Solvent: O (water). Yields the product C1(=CC=CC=C1)S(=O)(=O)NNC(=O)OC (N-Benzenesulfonyl-N'-carbomethoxy Hydrazine). Reaction SMILES: [C:1]([O:5][CH3:6])(=[O:4])[NH:2][NH2:3].C(=O)(O)[O-].[Na+].[C:12]1([S:18](Cl)(=[O:20])=[O:19])[CH:17]=[CH:16][CH:15]=[CH:14][CH:13]=1>O>[C:12]1([S:18]([NH:3][NH:2][C:1]([O:5][CH3:6])=[O:4])(=[O:20])=[O:19])[CH:17]=[CH:16][CH:15]=[CH:14][CH:13]=1 |f:1.2|. Procedure details: 180 g. (0.2 mole) of methyl carbazate (from hydrazine and dimethyl carbonate) is placed in a liter flask. 20.0 g. (0.24 mole) of sodium bicarbonate and 100 ml. water are added. The mixture is stirred and dropped in 35.2 g. (0.2 mole) of benzene sulfonyl chloride. Then the mixture is stirred for 16 hours. The crystals that have formed are filtered off, washed with water, and dried in air. Yield = 34.5 g.; m.p. 149°-154° C. Upon recrystallization from ethanol 26 g. of material is recovered which m... Reactants: C1COCCN1, COC(=O)C1(c2ccc(Nc3nc(Cl)nc4c3CCC4)cc2)CCC1, CCN(C(C)C)C(C)C, CC(C)O. Product: COC(=O)C1(c2ccc(Nc3nc(N4CCOCC4)nc4c3CCC4)cc2)CCC1. RXN SMILES: [CH2:26]1[CH2:27][O:28][CH2:29][CH2:30][NH:31]1.[CH3:1][O:2][C:3](=[O:4])[C:5]1([c:9]2[cH:10][cH:11][c:12]([NH:15][c:16]3[n:17][c:18]([Cl:25])[n:19][c:20]4[c:21]3[CH2:22][CH2:23][CH2:24]4)[cH:13][cH:14]2)[CH2:6][CH2:7][CH2:8]1.[CH:32]([N:33]([CH:34]([CH3:35])[CH3:36])[CH2:37][CH3:38])([CH3:39])[CH3:40].[CH:41]([OH:42])([CH3:43])[CH3:44]>>[CH3:1][O:2][C:3](=[O:4])[C:5]1([c:9]2[cH:10][cH:11][c:12]([NH:15][c:16]3[n:17][c:18]([N:31]4[CH2:26][CH2:27][O:28][CH2:29][CH2:30]4)[n:19][c:20]4[c:21]3[CH2:22][CH2:23][CH2:24]4)[cH:13][cH:14]2)[CH2:6][CH2:7][CH2:8]1. Starting materials: C(O)([O-])=O.[Na+] (sodium hydrogen carbonate), COC=1C=C2C(=CC=NC2=CC1OC)OC1=CC=C(C=C1)N (6,7-Dimethoxy-4-(4-aminophenoxy)quinoline), COC1=C(N)C=CC=C1OC (2,3-Dimethoxyaniline), ClC(Cl)(OC(OC(Cl)(Cl)Cl)=O)Cl (triphosgene). Run in C1(=CC=CC=C1)C (toluene), C(C)N(CC)CC (triethylamine). Product: COC1=C(C=CC=C1OC)NC(=O)NC1=CC=C(C=C1)OC1=CC=NC2=CC(=C(C=C12)OC)OC (N-(2,3-Dimethoxyphenyl)-N'-{4-[(6,7-dimethoxy-4-quinolyl)oxy]phenyl}urea). Yield: 100.0%. Reaction SMILES: [CH3:1][O:2][C:3]1[CH:4]=[C:5]2[C:10](=[CH:11][C:12]=1[O:13][CH3:14])[N:9]=[CH:8][CH:7]=[C:6]2[O:15][C:16]1[CH:21]=[CH:20][C:19]([NH2:22])=[CH:18][CH:17]=1.Cl[C:24](Cl)([O:26]C(=O)OC(Cl)(Cl)Cl)Cl.[CH3:35][O:36][C:37]1[C:43]([O:44][CH3:45])=[CH:42][CH:41]=[CH:40][C:38]=1[NH2:39].C(=O)([O-])O.[Na+]>C1(C)C=CC=CC=1.C(N(CC)CC)C>[CH3:35][O:36][C:37]1[C:43]([O:44][CH3:45])=[CH:42][CH:41]=[CH:40][C:38]=1[NH:39][C:24]([NH:22][C:19]1[CH:18]=[CH:17][C:16]([O:15][C:6]2[C:5]3[C:10](=[CH:11][C:12]([O:13][CH3:14])=[C:3]([O:2][CH3:1])[CH:4]=3)[N:9]=[CH:8][CH:7]=2)=[CH:21][CH:20]=1)=[O:26] |f:3.4|. Reported procedure: 6,7-Dimethoxy-4-(4-aminophenoxy)quinoline (52 mg) was dissolved in toluene (5 ml) with heat, after the addition of triethylamine (1 ml), triphosgene (74 mg) was added, and the admixture was refluxed with heat for 3 minutes. 2,3-Dimethoxyaniline (0.05 ml) was added to the reaction mixture, and the admixture was refluxed with heat for 11 minutes. After the addition of aqueous sodium hydrogen carbonate, the reaction mixture was extracted 2 times with ethyl acetate, and the organic layer was then wa... Starting materials: C1(CC1)N1C=C(C(C2=CC=C(C(=C12)C)C=1C=C2CN(CC2=C(C1)F)S(=O)(=O)C1=CC=C(C=C1)C)=O)C(=O)OCC (ethyl 1-cyclopropyl-7-[7-fluoro-2-(p-toluenesulfonyl)-isoindolin-5-yl)-8-methyl-1,4-dihydro-4-oxoquinoline-3-carboxylate), Cl (hydrochloric acid), [OH-].[Na+] (sodium hydroxide), O1CCOCC1 (dioxane). Solvent: C(C)O (ethanol). Product: C1(CC1)N1C=C(C(C2=CC=C(C(=C12)C)C=1C=C2CN(CC2=C(C1)F)S(=O)(=O)C1=CC=C(C=C1)C)=O)C(=O)O (1-cyclopropyl-7-[7-fluoro-2-(p-toluenesulfonyl)isoindolin-5-yl]-8-methyl-1,4-dihydro-4-oxoquinoline-3-carboxylic acid). Isolated yield 98.9%. As a reaction SMILES: [CH:1]1([N:4]2[C:13]3[C:8](=[CH:9][CH:10]=[C:11]([C:15]4[CH:16]=[C:17]5[C:21](=[C:22]([F:24])[CH:23]=4)[CH2:20][N:19]([S:25]([C:28]4[CH:33]=[CH:32][C:31]([CH3:34])=[CH:30][CH:29]=4)(=[O:27])=[O:26])[CH2:18]5)[C:12]=3[CH3:14])[C:7](=[O:35])[C:6]([C:36]([O:38]CC)=[O:37])=[CH:5]2)[CH2:3][CH2:2]1.[OH-].[Na+].O1CCOCC1.Cl>C(O)C>[CH:1]1([N:4]2[C:13]3[C:8](=[CH:9][CH:10]=[C:11]([C:15]4[CH:16]=[C:17]5[C:21](=[C:22]([F:24])[CH:23]=4)[CH2:20][N:19]([S:25]([C:28]4[CH:29]=[CH:30][C:31]([CH3:34])=[CH:32][CH:33]=4)(=[O:27])=[O:26])[CH2:18]5)[C:12]=3[CH3:14])[C:7](=[O:35])[C:6]([C:36]([OH:38])=[O:37])=[CH:5]2)[CH2:3][CH2:2]1 |f:1.2|. Procedure details: In 3.3 ml of ethanol was suspended 0.33 g of ethyl 1-cyclopropyl-7-[7-fluoro-2-(p-toluenesulfonyl)-isoindolin-5-yl)-8-methyl-1,4-dihydro-4-oxoquinoline-3-carboxylate, followed by adding thereto 3.3 ml of a 1N aqueous sodium hydroxide solution and 3.3 ml of dioxane, and the resulting mixture was stirred at 40° C. for 30 minutes. To the reaction mixture was added 3.3 ml of 1N hydrochloric acid and the crystals were collected by filtration to obtain 0.31 g of colorless 1-cyclopropyl-7-[7-fluoro-2-(...